From a dataset of the Open Reaction Database (ORD), a public repository of structured organic reaction records. describe an organic reaction: reactants, conditions, products, and yield Starting materials: O=C([O-])[O-], CN(C)CCCN1CCNCC1, CS(C)=O, O=C(CCC(=O)N1CCC(N2Cc3ccccc3NC2=O)CC1)c1ccc(Cl)c(Cl)c1, ClCCl, [K+], [K+], N, O. Product: CN(C)CCCN1CCN(c2ccc(C(=O)CCC(=O)N3CCC(N4Cc5ccccc5NC4=O)CC3)cc2Cl)CC1. RXN SMILES: [C:44](=[O:45])([O-:46])[O-:47].[CH3:32][N:33]([CH2:34][CH2:35][CH2:36][N:37]1[CH2:38][CH2:39][NH:40][CH2:41][CH2:42]1)[CH3:43].[CH3:55][S:56]([CH3:57])=[O:58].[Cl:1][c:2]1[cH:3][c:4]([C:9]([CH2:10][CH2:11][C:12](=[O:13])[N:14]2[CH2:15][CH2:16][CH:17]([N:20]3[C:21](=[O:30])[NH:22][c:23]4[cH:24][cH:25][cH:26][cH:27][c:28]4[CH2:29]3)[CH2:18][CH2:19]2)=[O:31])[cH:5][cH:6][c:7]1[Cl:8].[Cl:52][CH2:53][Cl:54].[K+:48].[K+:49].[NH3:50].[OH2:51]>>[Cl:1][c:2]1[cH:3][c:4]([C:9]([CH2:10][CH2:11][C:12](=[O:13])[N:14]2[CH2:15][CH2:16][CH:17]([N:20]3[C:21](=[O:30])[NH:22][c:23]4[cH:24][cH:25][cH:26][cH:27][c:28]4[CH2:29]3)[CH2:18][CH2:19]2)=[O:31])[cH:5][cH:6][c:7]1[N:40]1[CH2:39][CH2:38][N:37]([CH2:36][CH2:35][CH2:34][N:33]([CH3:32])[CH3:43])[CH2:42][CH2:41]1. Starting materials: O=C(Cl)C1CC1, CC(C)(C#N)c1cccc(C(=O)Nc2cccc(Oc3ccc4nc(N)sc4c3[N+](=O)[O-])c2)c1, c1ccncc1. Yields the product CC(C)(C#N)c1cccc(C(=O)Nc2cccc(Oc3ccc4nc(NC(=O)C5CC5)sc4c3[N+](=O)[O-])c2)c1. As a reaction SMILES: [CH:35]1([C:38](=[O:39])[Cl:40])[CH2:36][CH2:37]1.[NH2:1][c:2]1[s:3][c:4]2[c:5]([n:6]1)[cH:7][cH:8][c:9]([O:14][c:15]1[cH:16][c:17]([NH:21][C:22]([c:23]3[cH:24][c:25]([C:29]([CH3:30])([CH3:31])[C:32]#[N:33])[cH:26][cH:27][cH:28]3)=[O:34])[cH:18][cH:19][cH:20]1)[c:10]2[N+:11](=[O:12])[O-:13].[cH:41]1[cH:42][cH:43][n:44][cH:45][cH:46]1>>[NH:1]([c:2]1[s:3][c:4]2[c:5]([n:6]1)[cH:7][cH:8][c:9]([O:14][c:15]1[cH:16][c:17]([NH:21][C:22]([c:23]3[cH:24][c:25]([C:29]([CH3:30])([CH3:31])[C:32]#[N:33])[cH:26][cH:27][cH:28]3)=[O:34])[cH:18][cH:19][cH:20]1)[c:10]2[N+:11](=[O:12])[O-:13])[C:38]([CH:35]1[CH2:36][CH2:37]1)=[O:39]. The reactants are CC(C)Br, O=C([O-])[O-], CN(C)C=O, [K+], [K+], O, COc1ccc(C=O)cc1O. Product: COc1ccc(C=O)cc1OC(C)C. As a reaction SMILES: [Br:18][CH:19]([CH3:20])[CH3:21].[C:12](=[O:13])([O-:14])[O-:15].[CH3:23][N:24]([CH3:25])[CH:26]=[O:27].[K+:16].[K+:17].[OH2:22].[OH:1][c:2]1[cH:3][c:4]([CH:5]=[O:6])[cH:7][cH:8][c:9]1[O:10][CH3:11]>>[O:1]([c:2]1[cH:3][c:4]([CH:5]=[O:6])[cH:7][cH:8][c:9]1[O:10][CH3:11])[CH:19]([CH3:20])[CH3:21]. Starting materials: BrC=1C(=C(N)C=C(C1F)F)Cl (3-bromo-2-chloro-4,5-difluoroaniline), F[B-](F)(F)F.[H+] (fluoroboric acid), N(=O)[O-].[Na+] (sodium nitrite). The solvent is O (water). Product: F[B-](F)(F)F.BrC=1C(=C(C=C(C1F)F)[N+]#N)Cl (3-Bromo-2-chloro-4,5-difluorobenzenediazonium tetrafluoroborate). Reaction SMILES: [Br:1][C:2]1[C:3]([Cl:11])=[C:4]([CH:6]=[C:7]([F:10])[C:8]=1[F:9])[NH2:5].[N:12]([O-])=O.[Na+].[F:16][B-:17]([F:20])([F:19])[F:18].[H+]>O>[F:16][B-:17]([F:20])([F:19])[F:18].[Br:1][C:2]1[C:3]([Cl:11])=[C:4]([N+:5]#[N:12])[CH:6]=[C:7]([F:10])[C:8]=1[F:9] |f:1.2,3.4,6.7|. Procedure details: To a suspension of 3-bromo-2-chloro-4,5-difluoroaniline (30.1 g) in 42% fluoroboric acid (180 ml) with stirring vigorously was added sodium nitrite (12 g) in water (30 ml) at -9° to 1° C. for 40 minutes. After stirred for 1.5 hours, the resulting precipitate was collected by filtration and washed with 42% fluoroboric acid and then with ether to give the title compound (35.6 g) as light yellow needles, mp>300° C. Product: CN1C(=O)N(c2cc(Cl)cc(Cl)c2)C(=O)C1=Cc1ccc(C#N)cc1. RXN SMILES: [C:17](#[N:18])[c:19]1[cH:20][cH:21][c:22]([CH:23]=[O:24])[cH:25][cH:26]1.[CH2:27]1[CH2:28][NH:29][CH2:30][CH2:31]1.[CH2:32]1[O:33][CH2:34][CH2:35][CH2:36]1.[CH3:37][CH2:38][OH:39].[Cl:1][c:2]1[cH:3][c:4]([N:9]2[C:10](=[O:16])[N:11]([CH3:15])[CH2:12][C:13]2=[O:14])[cH:5][c:6]([Cl:8])[cH:7]1>>[Cl:1][c:2]1[cH:3][c:4]([N:9]2[C:10](=[O:16])[N:11]([CH3:15])[C:12](=[CH:23][c:22]3[cH:21][cH:20][c:19]([C:17]#[N:18])[cH:26][cH:25]3)[C:13]2=[O:14])[cH:5][c:6]([Cl:8])[cH:7]1. The reactants are N#Cc1ccc(C=O)cc1, C1CCNC1, C1CCOC1, CCO, CN1CC(=O)N(c2cc(Cl)cc(Cl)c2)C1=O.